This data is from the Open Reaction Database (ORD), a public repository of structured organic reaction records. The task is: describe an organic reaction: reactants, conditions, products, and yield Reactants: C(C)OC1=C(C=NC(=C1)OCC1=CC=C(C=C1)OC)C1=CC(=C(C=C1)CC(=O)NC=1C=NC(=C(C1)C(F)(F)F)C(CO)(C)C)F (2-(4-(4-ethoxy-6-((4-methoxybenzyl)oxy)pyridin-3-yl)-2-fluorophenyl)-N-(6-(1-hydroxy-2-methylpropan-2-yl)-5-(trifluoromethyl)pyridin-3-yl)acetamide), C(Cl)Cl (DCM). Run in C(=O)(C(F)(F)F)O (TFA). Product: C(C)OC=1C(=CNC(C1)=O)C1=CC(=C(C=C1)CC(=O)NC=1C=NC(=C(C1)C(F)(F)F)C(CO)(C)C)F (2-(4-(4-ethoxy-6-oxo-1,6-dihydropyridin-3-yl)-2-fluorophenyl)-N-(6-(1-hydroxy-2-methylpropan-2-yl)-5-(trifluoromethyl)pyridin-3-yl)acetamide). Isolated yield 53.1%. As a reaction SMILES: [CH2:1]([O:3][C:4]1[CH:9]=[C:8]([O:10]CC2C=CC(OC)=CC=2)[N:7]=[CH:6][C:5]=1[C:20]1[CH:25]=[CH:24][C:23]([CH2:26][C:27]([NH:29][C:30]2[CH:31]=[N:32][C:33]([C:40]([CH3:44])([CH3:43])[CH2:41][OH:42])=[C:34]([C:36]([F:39])([F:38])[F:37])[CH:35]=2)=[O:28])=[C:22]([F:45])[CH:21]=1)[CH3:2].C(Cl)Cl>C(O)(C(F)(F)F)=O>[CH2:1]([O:3][C:4]1[C:5]([C:20]2[CH:25]=[CH:24][C:23]([CH2:26][C:27]([NH:29][C:30]3[CH:31]=[N:32][C:33]([C:40]([CH3:44])([CH3:43])[CH2:41][OH:42])=[C:34]([C:36]([F:39])([F:37])[F:38])[CH:35]=3)=[O:28])=[C:22]([F:45])[CH:21]=2)=[CH:6][NH:7][C:8](=[O:10])[CH:9]=1)[CH3:2]. Procedure: A solution of 2-(4-(4-ethoxy-6-((4-methoxybenzyl)oxy)pyridin-3-yl)-2-fluorophenyl)-N-(6-(1-hydroxy-2-methylpropan-2-yl)-5-(trifluoromethyl)pyridin-3-yl)acetamide (20 mg, 0.032 mmol) in TFA in DCM (5 mL, 3.72 mmol) was stirred at 25° C. After LCMS analysis showed the starting material was consumed, the solvent was removed in vacuo to give the crude product, which was purified by preparative HPLC (under neutral condition) to yield a white solid of 2-(4-(4-ethoxy-6-oxo-1,6-dihydropyridin-3-yl)-2-fl... Starting materials: ClC1=NC2=C(N=C3C(=C2C=C1)C=CC=C3)N (3-chlorobenzo[f][1,7]naphthyridin-5-amine), [F-].[K+] (potassium fluoride), C1COCCOCCOCCOCCOCCO1 (18-crown-6). Run in CN1C(CCC1)=O (N-methylpyrrolidone). Yields the product FC1=NC2=C(N=C3C(=C2C=C1)C=CC=C3)N (3-fluorobenzo[f][1,7]naphthyridin-5-amine). Reaction SMILES: Cl[C:2]1[CH:11]=[CH:10][C:9]2[C:4](=[C:5]([NH2:16])[N:6]=[C:7]3[CH:15]=[CH:14][CH:13]=[CH:12][C:8]3=2)[N:3]=1.[F-:17].[K+].C1OCCOCCOCCOCCOCCOC1>CN1CCCC1=O>[F:17][C:2]1[CH:11]=[CH:10][C:9]2[C:4](=[C:5]([NH2:16])[N:6]=[C:7]3[CH:15]=[CH:14][CH:13]=[CH:12][C:8]3=2)[N:3]=1 |f:1.2|. Reported procedure: A solution of 3-chlorobenzo[f][1,7]naphthyridin-5-amine (Example 20) (1.0 eq.), potassium fluoride (3.0 eq.), and 18-crown-6 (0.2 eq.) in N-methylpyrrolidone (NMP) (0.4 M) was heated in a microwave reactor at 210° C. for 80 minutes. After cooling to room temperature, the crude reaction mixture was purified by HPLC using 10-50% acetonitrile in water to give 3-fluorobenzo[f][1,7]naphthyridin-5-amine. 1H NMR (acetone d-6): δ 11.40 (br, 2H), 9.38-9.42 (dd, 1H), 8.60 (d, 1H), 7.89-7.92 (dd, 1H), 7.81... RXN SMILES: C[N:2](C)/[CH:3]=[CH:4]/[C:5]([C:7]1[C:12](=[O:13])[CH:11]=[CH:10][N:9]([C:14]2[CH:19]=[CH:18][CH:17]=[C:16]([S:20]([CH3:23])(=[O:22])=[O:21])[CH:15]=2)[N:8]=1)=O.[F:25][C:26]1[CH:31]=[CH:30][C:29]([F:32])=[CH:28][C:27]=1[NH:33]N>>[F:25][C:26]1[CH:31]=[CH:30][C:29]([F:32])=[CH:28][C:27]=1[N:33]1[C:5]([C:7]2[C:12](=[O:13])[CH:11]=[CH:10][N:9]([C:14]3[CH:19]=[CH:18][CH:17]=[C:16]([S:20]([CH3:23])(=[O:22])=[O:21])[CH:15]=3)[N:8]=2)=[CH:4][CH:3]=[N:2]1. Reactants: CN(/C=C/C(=O)C1=NN(C=CC1=O)C1=CC(=CC=C1)S(=O)(=O)C)C (3-((E)-3-dimethylamino-acryloyl)-1-(3-methansulfonyl-phenyl)-1H-pyridazin-4-one), FC1=C(C=C(C=C1)F)NN ((2,5-difluoro-phenyl)-hydrazine). Procedure details: Reaction of 3-((E)-3-dimethylamino-acryloyl)-1-(3-methansulfonyl-phenyl)-1H-pyridazin-4-one (A-7) and (2,5-difluoro-phenyl)-hydrazine according to example 43 gave the desired product. MS: M=428.6 (M+H)+ Product: FC1=C(C=C(C=C1)F)N1N=CC=C1C1=NN(C=CC1=O)C1=CC(=CC=C1)S(=O)(=O)C (3-[2-(2,5-Difluoro-phenyl)-2H-pyrazol-3-yl]-1-(3-methanesulfonyl-phenyl)-1H-pyridazin-4-one). Product: COc1cc(COc2nn(-c3ccccc3)cc2C=O)ccc1OCc1nc(-c2ccccc2)sc1C. As a reaction SMILES: [CH2:39]([P:40]([CH2:41][CH2:42][CH2:43][CH3:44])[CH2:45][CH2:46][CH2:47][CH3:48])[CH2:49][CH2:50][CH3:51].[CH3:1][O:2][c:3]1[cH:4][c:5]([CH2:23][OH:24])[cH:6][cH:7][c:8]1[O:9][CH2:10][c:11]1[n:12][c:13](-[c:17]2[cH:18][cH:19][cH:20][cH:21][cH:22]2)[s:14][c:15]1[CH3:16].[N:52]([C:53]([N:54]1[CH2:55][CH2:56][CH2:57][CH2:58][CH2:59]1)=[O:60])=[N:61][C:62]([N:63]1[CH2:64][CH2:65][CH2:66][CH2:67][CH2:68]1)=[O:69].[O:70]1[CH2:71][CH2:72][CH2:73][CH2:74]1.[OH:25][c:26]1[n:27][n:28](-[c:33]2[cH:34][cH:35][cH:36][cH:37][cH:38]2)[cH:29][c:30]1[CH:31]=[O:32]>>[CH3:1][O:2][c:3]1[cH:4][c:5]([CH2:23][O:24][c:26]2[n:27][n:28](-[c:33]3[cH:34][cH:35][cH:36][cH:37][cH:38]3)[cH:29][c:30]2[CH:31]=[O:32])[cH:6][cH:7][c:8]1[O:9][CH2:10][c:11]1[n:12][c:13](-[c:17]2[cH:18][cH:19][cH:20][cH:21][cH:22]2)[s:14][c:15]1[CH3:16]. Reactants: CCCCP(CCCC)CCCC, COc1cc(CO)ccc1OCc1nc(-c2ccccc2)sc1C, O=C(N=NC(=O)N1CCCCC1)N1CCCCC1, C1CCOC1, O=Cc1cn(-c2ccccc2)nc1O. The product is FC(OC1=CC=C(OC2=CC=C(C=N2)CO)C=C1)(F)F ([6-(4-trifluoromethoxyphenoxy)pyridin-3-yl]methanol). Solvent: O1CCCC1 (tetrahydrofuran). Reaction SMILES: C([O:3][C:4](=O)[C:5]1[CH:10]=[CH:9][C:8]([O:11][C:12]2[CH:17]=[CH:16][C:15]([O:18][C:19]([F:22])([F:21])[F:20])=[CH:14][CH:13]=2)=[N:7][CH:6]=1)C.C1(C)C=CC=CC=1.[H-].C([Al+]CC(C)C)C(C)C.[OH-].[Na+]>O1CCCC1>[F:22][C:19]([F:20])([F:21])[O:18][C:15]1[CH:16]=[CH:17][C:12]([O:11][C:8]2[N:7]=[CH:6][C:5]([CH2:4][OH:3])=[CH:10][CH:9]=2)=[CH:13][CH:14]=1 |f:2.3,4.5|. Isolated yield 94.2%. Reaction conditions: temperature -78 celsius, time 1 hour. Starting materials: [OH-].[Na+] (sodium hydroxide), C1(=CC=CC=C1)C (toluene), [H-].C(C(C)C)[Al+]CC(C)C (diisobutylaluminium hydride), C(C)OC(C1=CN=C(C=C1)OC1=CC=C(C=C1)OC(F)(F)F)=O (6-(4-Trifluoromethoxyphenoxy)nicotinic acid ethyl ester). Reported procedure: 6-(4-Trifluoromethoxyphenoxy)nicotinic acid ethyl ester (7.48 g, 22.9 mmol) was dissolved in tetrahydrofuran (75 ml) and cooled to −78° C. A toluene solution (100.6 ml, 100.6 mmol) of diisobutylaluminium hydride was added thereto and the mixture was stirred at the same temperature for 1 hour. The reaction mixture was poured into a 1 N sodium hydroxide aqueous solution, followed by extraction with dichloromethane. The organic layer was washed with a saturated sodium chloride aqueous solution and ... Starting materials: S(=O)(Cl)Cl (thionylchloride), ClC=1C=C(C2=C(C=C(O2)C(O)C2=CC=C(C=C2)Cl)C1)Cl ((5,7-dichlorobenzofuran-2-yl)(p-chlorophenyl)carbinol). Solvent: C1CCCCC1 (cyclohexane). Product: ClC=1C=C(C2=C(C=C(O2)C(C2=CC=C(C=C2)Cl)Cl)C1)Cl ((5,7-dichlorobenzofuran-2-yl)(p-chlorophenyl)methylchloride). As a reaction SMILES: S(Cl)([Cl:3])=O.[Cl:5][C:6]1[CH:7]=[C:8]([Cl:24])[C:9]2[O:13][C:12]([CH:14]([C:16]3[CH:21]=[CH:20][C:19]([Cl:22])=[CH:18][CH:17]=3)O)=[CH:11][C:10]=2[CH:23]=1>C1CCCCC1>[Cl:5][C:6]1[CH:7]=[C:8]([Cl:24])[C:9]2[O:13][C:12]([CH:14]([Cl:3])[C:16]3[CH:21]=[CH:20][C:19]([Cl:22])=[CH:18][CH:17]=3)=[CH:11][C:10]=2[CH:23]=1. Procedure details: To 0.35 mole of thionylchloride in 300 ml of cyclohexane, 0.31 mole of (5,7-dichlorobenzofuran-2-yl)(p-chlorophenyl)carbinol are portions-like added followed by 3-hour agitation at ambient temperature; then the solution is concentrated, filtered out and crystallized from cyclohexane: m.p. 72°-74° C. Starting materials: ClC1=CC=C(C=C1)C(C(=O)O)CSC1=CC(=CC=C1)Cl (4-chlorophenyl-α-[(3-chlorophenyl)thiomethyl]acetic acid), S(=O)(Cl)Cl (thionyl chloride). Reagents/catalysts: CN(C=O)C (N,N-dimethylformamide). Run in CCCCCC (hexane). Run at time 1 hour. The product is ClC1=CC2=C(C(C(CS2)C2=CC=C(C=C2)Cl)=O)C=C1 (7-chloro-3-(4-chlorophenyl)-2,3-dihydro-4H-1-benzothiopyran-4-one). As a reaction SMILES: [Cl:1][C:2]1[CH:7]=[CH:6][C:5]([CH:8]([CH2:12][S:13][C:14]2[CH:19]=[CH:18][CH:17]=[C:16]([Cl:20])[CH:15]=2)[C:9]([OH:11])=O)=[CH:4][CH:3]=1.S(Cl)(Cl)=O>CN(C)C=O.CCCCCC>[Cl:20][C:16]1[CH:17]=[CH:18][C:19]2[C:9](=[O:11])[CH:8]([C:5]3[CH:4]=[CH:3][C:2]([Cl:1])=[CH:7][CH:6]=3)[CH2:12][S:13][C:14]=2[CH:15]=1. Procedure details: A solution of 4-chlorophenyl-α-[(3-chlorophenyl)thiomethyl]acetic acid (2.0 g), thionyl chloride (5 ml) and N,N-dimethylformamide (one drop) in hexane (10 ml) was heated at reflux for 1 hour. The reaction mixture was concentrated under reduced pressure. To the resulting residue, dichloroethane (13 ml) was added under a stream of nitrogen gas and anhydrous aluminum chloride (1.0 g) was added in small portions at a temperature below 0° C. The reaction was allowed to proceed at 0° C. for 1 hour, an...